Dataset: the Open Reaction Database (ORD), a public repository of structured organic reaction records. Task: describe an organic reaction: reactants, conditions, products, and yield Reactants: COC(=O)C(=O)c1cn2c3c(cccc13)CCC2, [NH4+], C1CCOC1, [OH-]. Product: NC(=O)C(=O)c1cn2c3c(cccc13)CCC2. RXN SMILES: [CH3:3][O:4][C:5]([C:6](=[O:7])[c:8]1[cH:9][n:10]2[c:19]3[c:14]([cH:15][cH:16][cH:17][c:18]13)[CH2:13][CH2:12][CH2:11]2)=[O:20].[NH4+:1].[O:21]1[CH2:22][CH2:23][CH2:24][CH2:25]1.[OH-:2]>>[NH2:1][C:5](=[O:4])[C:6](=[O:7])[c:8]1[cH:9][n:10]2[c:19]3[c:14]([cH:15][cH:16][cH:17][c:18]13)[CH2:13][CH2:12][CH2:11]2. The reactants are C(C)(C)(C)OC(=O)N1CCN(CC1)C1=NC=2N(C(N(C(C2N1CC1=CC=CC=C1)=O)CC(=O)OCC)=O)C (4-[7-Benzyl-1-(ethoxycarbonylmethyl)-3-methyl-2,6-dioxo-2,3,6,7-tetrahydro-1H-purin-8-yl]piperazine-1-carboxylic acid tert-butyl ester). Reagents/catalysts: [OH-].[Pd+2].[OH-] (palladium hydroxide). The solvent is C(C)(=O)O (acetic acid). Conditions: time 8 hour. Yields the product C(C)(C)(C)OC(=O)N1CCN(CC1)C1=NC=2N(C(N(C(C2N1)=O)CC(=O)OCC)=O)C (4-[1-(Ethoxycarbonylmethyl)-3-methyl-2,6-dioxo-2,3,6,7-tetrahydro-1H-purin-8-yl]piperazine-1-carboxylic acid tert-butyl ester). Reaction SMILES: [C:1]([O:5][C:6]([N:8]1[CH2:13][CH2:12][N:11]([C:14]2[N:22](CC3C=CC=CC=3)[C:21]3[C:20](=[O:30])[N:19]([CH2:31][C:32]([O:34][CH2:35][CH3:36])=[O:33])[C:18](=[O:37])[N:17]([CH3:38])[C:16]=3[N:15]=2)[CH2:10][CH2:9]1)=[O:7])([CH3:4])([CH3:3])[CH3:2]>C(O)(=O)C.[OH-].[Pd+2].[OH-]>[C:1]([O:5][C:6]([N:8]1[CH2:13][CH2:12][N:11]([C:14]2[NH:22][C:21]3[C:20](=[O:30])[N:19]([CH2:31][C:32]([O:34][CH2:35][CH3:36])=[O:33])[C:18](=[O:37])[N:17]([CH3:38])[C:16]=3[N:15]=2)[CH2:10][CH2:9]1)=[O:7])([CH3:3])([CH3:4])[CH3:2] |f:2.3.4|. Procedure details: 4-[7-Benzyl-1-(ethoxycarbonylmethyl)-3-methyl-2,6-dioxo-2,3,6,7-tetrahydro-1H-purin-8-yl]piperazine-1-carboxylic acid tert-butyl ester was dissolved in acetic acid, and palladium hydroxide (ca. 10 mg) was added thereto. The reaction mixture was stirred at room temperature under hydrogen atmosphere overnight, filtered, and the filtrate was concentrated. The residue was dissolved in ethyl acetate, and washed with saturated aqueous solution of sodium bicarbonate. The organic layer was dried over an...